From a dataset of the Open Reaction Database (ORD), a public repository of structured organic reaction records. describe an organic reaction: reactants, conditions, products, and yield Solvent: O (water), C(CC)O.O1CCOCC1 (n-propanol dioxane). Run at time 30 minute. Procedure: To a solution 2-(4-bromophenyl)-3-{4-[2-(2,6-dichloro-4-methylphenoxy)ethoxy]phenyl}propanenitrile (1 eq.) from step 1,2-chlorophenylboronic acid (2 eq.) in n-propanol:dioxane (1:2; 0.17M) at room temperature was added palladium acetate/triphenyl phosphine (1:3; 0.05 eq.) and aqueous Na2CO3 (2M; 4 eq.). The mixture was stiffed 30 min at 150° C. in microwave (Smith Creator; Personal Chemistry), cooled to room temperature, poured in water and extracted with EtOAc. The organic extract was washed wi... Product: ClC1=C(C=CC=C1)C1=CC=C(C=C1)C(C#N)CC1=CC=C(C=C1)OCCOC1=C(C=C(C=C1Cl)C)Cl (2-(2′-chlorobiphenyl-4-yl)-3-{4-[2-(2,6-dichloro-4-methylphenoxy)ethoxy]-phenyl}propanenitrile). The reactants are BrC1=CC=C(C=C1)C(C#N)CC1=CC=C(C=C1)OCCOC1=C(C=C(C=C1Cl)C)Cl (2-(4-bromophenyl)-3-{4-[2-(2,6-dichloro-4-methylphenoxy)ethoxy]phenyl}propanenitrile), C(=O)([O-])[O-].[Na+].[Na+] (Na2CO3). Reagents/catalysts: C(C)(=O)[O-].[Pd+2].C(C)(=O)[O-].C1(=CC=CC=C1)P(C1=CC=CC=C1)C1=CC=CC=C1 (palladium acetate triphenyl phosphine). RXN SMILES: Br[C:2]1[CH:7]=[CH:6][C:5]([CH:8]([CH2:11][C:12]2[CH:17]=[CH:16][C:15]([O:18][CH2:19][CH2:20][O:21][C:22]3[C:27]([Cl:28])=[CH:26][C:25]([CH3:29])=[CH:24][C:23]=3[Cl:30])=[CH:14][CH:13]=2)[C:9]#[N:10])=[CH:4][CH:3]=1.C([O-])([O-])=O.[Na+].[Na+]>C(O)CC.O1CCOCC1.O.C([O-])(=O)C.[Pd+2].C([O-])(=O)C.C1(P(C2C=CC=CC=2)C2C=CC=CC=2)C=CC=CC=1>[Cl:28][C:27]1[CH:22]=[CH:23][CH:24]=[CH:25][C:26]=1[C:2]1[CH:7]=[CH:6][C:5]([CH:8]([CH2:11][C:12]2[CH:17]=[CH:16][C:15]([O:18][CH2:19][CH2:20][O:21][C:22]3[C:27]([Cl:28])=[CH:26][C:25]([CH3:29])=[CH:24][C:23]=3[Cl:30])=[CH:14][CH:13]=2)[C:9]#[N:10])=[CH:4][CH:3]=1 |f:1.2.3,4.5,7.8.9.10|. Reactants: ClCCCBr, O=C([O-])[O-], CC(C)=O, [K+], [K+], O=c1ccoc2cc(O)ccc12. Product: O=c1ccoc2cc(OCCCCl)ccc12. RXN SMILES: [Br:13][CH2:14][CH2:15][CH2:16][Cl:17].[C:18](=[O:19])([O-:20])[O-:21].[CH3:24][C:25](=[O:26])[CH3:27].[K+:22].[K+:23].[OH:1][c:2]1[cH:3][c:4]2[c:5]([c:6](=[O:10])[cH:7][cH:8][o:9]2)[cH:11][cH:12]1>>[O:1]([c:2]1[cH:3][c:4]2[c:5]([c:6](=[O:10])[cH:7][cH:8][o:9]2)[cH:11][cH:12]1)[CH2:14][CH2:15][CH2:16][Cl:17]. The reactants are C(C1=CC=CC=C1)(C1=CC=CC=C1)(C1=CC=CC=C1)OCCCCCCCCC(=O)O (9-Trityloxy-nonanoic acid), [OH-].[Na+] (NaOH), COC(CCCCCCCCCCCOC(C1=CC=CC=C1)(C1=CC=CC=C1)C1=CC=CC=C1)=O (Methyl-12-trityloxy-dodecanoate). Run in C1CCOC1 (THF). Conditions: time 2 day. The product is C(C1=CC=CC=C1)(C1=CC=CC=C1)(C1=CC=CC=C1)OCCCCCCCCCCCC(=O)O (12-Trityloxy-dodecanoic acid). The yield is 84.1%. Reaction SMILES: C(OCCCCCCCCC(O)=O)(C1C=CC=CC=1)(C1C=CC=CC=1)C1C=CC=CC=1.[OH-].[Na+].C[O:35][C:36](=[O:68])[CH2:37][CH2:38][CH2:39][CH2:40][CH2:41][CH2:42][CH2:43][CH2:44][CH2:45][CH2:46][CH2:47][O:48][C:49]([C:62]1[CH:67]=[CH:66][CH:65]=[CH:64][CH:63]=1)([C:56]1[CH:61]=[CH:60][CH:59]=[CH:58][CH:57]=1)[C:50]1[CH:55]=[CH:54][CH:53]=[CH:52][CH:51]=1>C1COCC1>[C:49]([O:48][CH2:47][CH2:46][CH2:45][CH2:44][CH2:43][CH2:42][CH2:41][CH2:40][CH2:39][CH2:38][CH2:37][C:36]([OH:68])=[O:35])([C:56]1[CH:57]=[CH:58][CH:59]=[CH:60][CH:61]=1)([C:62]1[CH:67]=[CH:66][CH:65]=[CH:64][CH:63]=1)[C:50]1[CH:51]=[CH:52][CH:53]=[CH:54][CH:55]=1 |f:1.2|. Procedure details: The synthesis and purification procedures of 16b were followed. Aqueous 0.5 M NaOH (4.6 mL, 2.3 mmol), 15c (548 mg, 1.2 mmol), and THF (9.3 mL) were used and the reaction duration was shortened to 2 days. After purification, 463 mg (87%) of 16c was obtained as a colorless oil. 1H-NMR (400 MHz, CDCl3, δH ppm): 7.43 (6H, m, p-Ar), 7.28 (6H, m, m-Ar), 7.21 (3H, m, o-Ar), 3.02 (2H, t, 3JH—H=6.7 Hz, HO—CH2), 2.34 (2H, t, 3JH—H=7.5 Hz, CH2CO2), 1.55-1.67 (4H, m, 2CH2), 1.19-1.39 (14H, m, 7CH2). 13C-NM... Reactants: CC(C)(C)c1cccc(N)c1, CCO, COc1ccc2nc(Cl)cnc2c1. Product: COc1ccc2nc(Nc3cccc(C(C)(C)C)c3)cnc2c1. RXN SMILES: [C:14]([CH3:15])([CH3:16])([CH3:17])[c:18]1[cH:19][c:20]([NH2:21])[cH:22][cH:23][cH:24]1.[CH3:25][CH2:26][OH:27].[Cl:1][c:2]1[n:3][c:4]2[cH:5][cH:6][c:7]([O:12][CH3:13])[cH:8][c:9]2[n:10][cH:11]1>>[c:2]1([NH:21][c:20]2[cH:19][c:18]([C:14]([CH3:15])([CH3:16])[CH3:17])[cH:24][cH:23][cH:22]2)[n:3][c:4]2[cH:5][cH:6][c:7]([O:12][CH3:13])[cH:8][c:9]2[n:10][cH:11]1.